Dataset: the Open Reaction Database (ORD), a public repository of structured organic reaction records. Task: describe an organic reaction: reactants, conditions, products, and yield The reactants are Brc1ccnc2[nH]ccc12, O=C(O)C(F)(F)F, N#Cc1cccc(-c2cn[nH]c2)c1. Yields the product O=C(O)C(F)(F)F, N#Cc1cccc(-c2cnn(-c3ccnc4[nH]ccc34)c2)c1. RXN SMILES: [Br:1][c:2]1[c:3]2[c:4]([n:5][cH:6][cH:7]1)[nH:8][cH:9][cH:10]2.[F:11][C:12]([C:13](=[O:14])[OH:15])([F:16])[F:17].[nH:18]1[n:19][cH:20][c:21](-[c:23]2[cH:24][c:25]([C:26]#[N:27])[cH:28][cH:29][cH:30]2)[cH:22]1>>[F:11][C:12]([C:13](=[O:14])[OH:15])([F:16])[F:17].[c:2]1(-[n:18]2[n:19][cH:20][c:21](-[c:23]3[cH:24][c:25]([C:26]#[N:27])[cH:28][cH:29][cH:30]3)[cH:22]2)[c:3]2[c:4]([n:5][cH:6][cH:7]1)[nH:8][cH:9][cH:10]2. The reactants are C[Si](Cl)(C)C (trimethylchlorosilane), [I-].[Na+] (sodium iodide), C(C)#N (acetonitrile), ClC1=C(C=CC=C1)C1(CCN(CC1)C(=O)OCC1=CC=CC=C1)F (benzyl 4-(2-chlorophenyl)-4-fluoropiperidine-1-carboxylate), C[Si](Cl)(C)C (trimethylchlorosilane), [I-].[Na+] (sodium iodide). Run in C(C)(=O)OCC (ethyl acetate). Reaction conditions: time 30 minute. The product is ClC1=C(C=CC=C1)C1(CCNCC1)F (4-(2-Chlorophenyl)-4-fluoropiperidine). Isolated yield 76.5%. As a reaction SMILES: C[Si](C)(C)Cl.[I-].[Na+].C(#N)C.[Cl:11][C:12]1[CH:17]=[CH:16][CH:15]=[CH:14][C:13]=1[C:18]1([F:34])[CH2:23][CH2:22][N:21](C(OCC2C=CC=CC=2)=O)[CH2:20][CH2:19]1>C(OCC)(=O)C>[Cl:11][C:12]1[CH:17]=[CH:16][CH:15]=[CH:14][C:13]=1[C:18]1([F:34])[CH2:19][CH2:20][NH:21][CH2:22][CH2:23]1 |f:1.2|. Reported procedure: 1.53 mL of trimethylchlorosilane and 1.82 g of sodium iodide were added to acetonitrile (50 mL) solution of 2.11 g of benzyl 4-(2-chlorophenyl)-4-fluoropiperidine-1-carboxylate, and stirred at room temperature for 30 minutes. 0.77 mL of trimethylchlorosilane and 0.91 g of sodium iodide were further added thereto, and stirred for 10 minutes. Then, the reaction liquid was diluted with ethyl acetate, and back-extracted with 1 M hydrochloric acid. Sodium hydroxide was added to the aqueous layer so t...